This data is from the Open Reaction Database (ORD), a public repository of structured organic reaction records. The task is: describe an organic reaction: reactants, conditions, products, and yield Reactants: C1CCNC1, Nc1ccc(S(=O)(=O)c2cc(I)nc(I)c2)cc1, C1COCCO1. The product is Nc1ccc(S(=O)(=O)c2cc(I)nc(N3CCCC3)c2)cc1. RXN SMILES: [CH2:19]1[CH2:20][CH2:21][NH:22][CH2:23]1.[I:1][c:2]1[n:3][c:4]([I:18])[cH:5][c:6]([S:8](=[O:9])(=[O:10])[c:11]2[cH:12][cH:13][c:14]([NH2:17])[cH:15][cH:16]2)[cH:7]1.[O:24]1[CH2:25][CH2:26][O:27][CH2:28][CH2:29]1>>[c:2]1([N:22]2[CH2:21][CH2:20][CH2:19][CH2:23]2)[n:3][c:4]([I:18])[cH:5][c:6]([S:8](=[O:9])(=[O:10])[c:11]2[cH:12][cH:13][c:14]([NH2:17])[cH:15][cH:16]2)[cH:7]1. The reactants are 6,7-dihydro-2-ethyl-8-methyl-3H-pyrimido, C(C)C=1NC(C=2SCC(N(C2N1)C)=O)=O (6,7-dihydro-2-ethyl-8-methyl-3H-pyrimido [5,4-b][1,4]thiazine-4,7-dione), P(=O)(Cl)(Cl)Cl (phosphorus oxychloride). Product: ClC1=NC(=NC2=C1SCC(N2C)=O)CC (4-Chloro-6,7-dihydro-2-ethyl-8-methylpyrimido [5,4-b][1,4]thiazin-7-one). The yield is 83.0%. As a reaction SMILES: [CH2:1]([C:3]1[NH:4][C:5](=O)[C:6]2[S:7][CH2:8][C:9](=[O:14])[N:10]([CH3:13])[C:11]=2[N:12]=1)[CH3:2].P(Cl)(Cl)([Cl:18])=O>>[Cl:18][C:5]1[C:6]2[S:7][CH2:8][C:9](=[O:14])[N:10]([CH3:13])[C:11]=2[N:12]=[C:3]([CH2:1][CH3:2])[N:4]=1. Procedure: The 6,7-dihydro-2-ethyl-8-methyl-3H-pyrimido- ]5,4-b][1,4]thiazine-4,7-dione of Example 115 (2.7 g, 12.04 mmole) was suspended in approximately 150 ml of phosphorus oxychloride and refluxed for about 20 hours. The solution was concentrated in vacuo and the excess phosphorus oxychloride was decomposed with the careful addition of ice and water. The aqueous solution was neutralized with the cautious addition of concentrated ammonium hydroxide, followed by the addition of sodium bicarbonate. The aq...